Dataset: the Open Reaction Database (ORD), a public repository of structured organic reaction records. Task: describe an organic reaction: reactants, conditions, products, and yield Starting materials: CC(=O)Nc1cc(F)ccc1S(=O)(=O)CC#N, [Na+], [OH-]. The product is CC1=C(C#N)S(=O)(=O)c2ccc(F)cc2N1. As a reaction SMILES: [C:1](#[N:2])[CH2:3][S:4](=[O:5])(=[O:6])[c:7]1[c:8]([NH:14][C:15]([CH3:16])=[O:17])[cH:9][c:10]([F:13])[cH:11][cH:12]1.[Na+:19].[OH-:18]>>[C:1](#[N:2])[C:3]1=[C:15]([CH3:16])[NH:14][c:8]2[c:7]([cH:12][cH:11][c:10]([F:13])[cH:9]2)[S:4]1(=[O:5])=[O:6]. Reactants: C(CC(=O)C)(=O)OC (methyl acetoacetate), C1(=CC=CC=C1)CCCO (3-phenylpropyl alcohol). Reagents/catalysts: sulfated tin oxide. The solvent is C1(=CC=CC=C1)C (toluene). Reaction conditions: temperature 110 celsius. Yields the product C(CC(=O)C)(=O)OCCCC1=CC=CC=C1 (3-phenylpropyl acetoacetate). The yield is 97.0%. Reaction SMILES: [C:1]([O:7][CH3:8])(=[O:6])[CH2:2][C:3]([CH3:5])=[O:4].[C:9]1([CH2:15][CH2:16]CO)[CH:14]=[CH:13][CH:12]=[CH:11][CH:10]=1>C1(C)C=CC=CC=1>[C:1]([O:7][CH2:8][CH2:16][CH2:15][C:9]1[CH:14]=[CH:13][CH:12]=[CH:11][CH:10]=1)(=[O:6])[CH2:2][C:3]([CH3:5])=[O:4]. Procedure details: A mixture of 1 equivalent of methyl acetoacetate, 1 equivalent of 3-phenylpropyl alcohol and 100 mg of sulfated tin oxide catalyst in 20 ml of toluene was heated to 110° C. in a two necked round bottom flask provided with a distillation condenser to remove methanol. The reaction was monitored by thin layer chromatography (TLC). After completion of the reaction (about 6 hours), the catalyst was filtered and the filtrate was concentrated and chromatographed on a silica gel column (95% petroleum et... Reactants: [N+](=O)([O-])C1=CC=C(C=O)C=C1 (p-nitrobenzaldehyde), C(=O)(Cl)Cl (phosgene). The reagents and catalysts are C1(=CC=CC=C1)P(C1=CC=CC=C1)(C1=CC=CC=C1)=O (triphenylphosphine oxide). Yields the product [N+](=O)([O-])C1=CC=C(C(Cl)Cl)C=C1 (p-nitrobenzal chloride). The yield is 107.4%. Reaction SMILES: [N+:1]([C:4]1[CH:11]=[CH:10][C:7](C=O)=[CH:6][CH:5]=1)([O-:3])=[O:2].[C:12]([Cl:15])([Cl:14])=O>C1(P(=O)(C2C=CC=CC=2)C2C=CC=CC=2)C=CC=CC=1>[N+:1]([C:4]1[CH:11]=[CH:10][C:7]([CH:12]([Cl:15])[Cl:14])=[CH:6][CH:5]=1)([O-:3])=[O:2]. Reported procedure: 151 g (1 mol) of p-nitrobenzaldehyde and 5 g (0.018 mol) of triphenylphosphine oxide are treated, in the tube reactor described above, at a temperature of 120° to 140° C, for 6 hours with 80 g (0.8 mol) of phosgene gas per hour. At the end of the reaction time the increased in weight was 53 g (calculated 55 g). Vacuum distillation of the resulting crude product gave, in a boiling range of 100° to 110° C/1.5 mm Hg, 177 g (86% of theory) of p-nitrobenzal chloride with a melting point of 44° to 46°... Reactants: C(C)OC(C(CC1=CC=CC=C1)(OC1=CC=C(C=C1)OCCC=1N=C(OC1C)C1=CC(=CC=C1)C=1SC=CC1)C)=O (2-Methyl-2-(4-{2-[5-methyl-2-(3-thiophen-2-yl-phenyl)-oxazol-4-yl]-ethoxy}-phenoxy)-3-phenyl-propionic acid ethyl ester), [OH-].[Na+] (NaOH). Run in CO (methanol). Conditions: time 30 minute. Yields the product CC(C(=O)O)(CC1=CC=CC=C1)OC1=CC=C(C=C1)OCCC=1N=C(OC1C)C1=CC(=CC=C1)C=1SC=CC1 (2-Methyl-2-(4-{2-[5-methyl-2-(3-thiophen-2-yl-phenyl)-oxazol-4-yl]-ethoxy}-phenoxy)-3-phenyl-propionic acid). As a reaction SMILES: C([O:3][C:4](=[O:41])[C:5]([CH3:40])([O:13][C:14]1[CH:19]=[CH:18][C:17]([O:20][CH2:21][CH2:22][C:23]2[N:24]=[C:25]([C:29]3[CH:34]=[CH:33][CH:32]=[C:31]([C:35]4[S:36][CH:37]=[CH:38][CH:39]=4)[CH:30]=3)[O:26][C:27]=2[CH3:28])=[CH:16][CH:15]=1)[CH2:6][C:7]1[CH:12]=[CH:11][CH:10]=[CH:9][CH:8]=1)C.[OH-].[Na+]>CO>[CH3:40][C:5]([O:13][C:14]1[CH:15]=[CH:16][C:17]([O:20][CH2:21][CH2:22][C:23]2[N:24]=[C:25]([C:29]3[CH:34]=[CH:33][CH:32]=[C:31]([C:35]4[S:36][CH:37]=[CH:38][CH:39]=4)[CH:30]=3)[O:26][C:27]=2[CH3:28])=[CH:18][CH:19]=1)([CH2:6][C:7]1[CH:8]=[CH:9][CH:10]=[CH:11][CH:12]=1)[C:4]([OH:41])=[O:3] |f:1.2|. Reported procedure: 2-Methyl-2-(4-{2-[5-methyl-2-(3-thiophen-2-yl-phenyl)-oxazol-4-yl]-ethoxy}-phenoxy)-3-phenyl-propionic acid ethyl ester (24.7 mmol) was dissolved in methanol (200 mL) and 2N NaOH (150 mL) was added. The resulting cloudy solution became clear after 30 min and the reaction was stirred vigorously overnight. The solution was concentrated under reduced pressure, diluted with H2O (100 mL) and acidified to pH=1 with 5N HCl. The mixture was extracted with ethyl acetate (2×200 mL), dried (MgSO4), and con... Reactants: CC1=CC=CC=2C(C3=CC=CC=C3OC12)=O (4-methylxanthenone), BrN1C(CCC1=O)=O (N-bromosuccinimide). Reagents/catalysts: C(C1=CC=CC=C1)(=O)OOC(C1=CC=CC=C1)=O (benzoyl peroxide). Solvent: C(Cl)(Cl)(Cl)Cl (CCl4). The product is BrCC1=CC=CC=2C(C3=CC=CC=C3OC12)=O (4-bromomethylxanthenone). Yield: 70.3%. Reaction SMILES: [CH3:1][C:2]1[C:15]2[O:14][C:13]3[C:8](=[CH:9][CH:10]=[CH:11][CH:12]=3)[C:7](=[O:16])[C:6]=2[CH:5]=[CH:4][CH:3]=1.[Br:17]N1C(=O)CCC1=O>C(Cl)(Cl)(Cl)Cl.C(OOC(=O)C1C=CC=CC=1)(=O)C1C=CC=CC=1>[Br:17][CH2:1][C:2]1[C:15]2[O:14][C:13]3[C:8](=[CH:9][CH:10]=[CH:11][CH:12]=3)[C:7](=[O:16])[C:6]=2[CH:5]=[CH:4][CH:3]=1. Procedure: A well-stirred mixture of the above 4-methylxanthenone (6.5 g, 31 mmol), N-bromosuccinimide (5.5 g, 31 mmol) and benzoyl peroxide (30 mg) in dry CCl4 (250 mL) was heated under reflux with powerful illumination for 3 h. The hot mixture was filtered, the filtrate was evaporated and the residue was crystallized from the minimum volume of boiling petroleum ether (ca. 1800 mL) to give 4-bromomethylxanthenone (VII: R1 =H, Z=CH2Br) (6.3 g, 71%) as colourless needles, mp 191°-192° C. Anal. (C14H9BrO2) C...